From a dataset of the Open Reaction Database (ORD), a public repository of structured organic reaction records. describe an organic reaction: reactants, conditions, products, and yield Reactants: BrCC1=C(C(N=C(N1)C=1SC=CN1)C1=C(C=C(C=C1)Cl)Cl)C(=O)OCC (Ethyl 6-(bromomethyl)-4-(2,4-dichlorophenyl)-2-(thiazol-2-yl)-1,4-dihydropyrimidine-5-carboxylate), Cl.N1C(COCC1)C(C(=O)O)C (2-(morpholin-3-yl)propanoic acid hydrochloride). Yields the product ClC1=C(C=CC(=C1)Cl)C1C(=C(NC(=N1)C=1SC=CN1)CN1C(COCC1)C(C(=O)O)C)C(=O)OCC (2-(4-((6-(2,4-dichlorophenyl)-5-(ethoxycarbonyl)-2-(thiazol-2-yl)-3,6-dihydropyrimidin-4-yl)methyl)morpholin-3-yl)propanoic acid). Isolated yield 40.2%. As a reaction SMILES: Br[CH2:2][C:3]1[NH:8][C:7]([C:9]2[S:10][CH:11]=[CH:12][N:13]=2)=[N:6][CH:5]([C:14]2[CH:19]=[CH:18][C:17]([Cl:20])=[CH:16][C:15]=2[Cl:21])[C:4]=1[C:22]([O:24][CH2:25][CH3:26])=[O:23].Cl.[NH:28]1[CH2:33][CH2:32][O:31][CH2:30][CH:29]1[CH:34]([CH3:38])[C:35]([OH:37])=[O:36]>>[Cl:21][C:15]1[CH:16]=[C:17]([Cl:20])[CH:18]=[CH:19][C:14]=1[CH:5]1[N:6]=[C:7]([C:9]2[S:10][CH:11]=[CH:12][N:13]=2)[NH:8][C:3]([CH2:2][N:28]2[CH2:33][CH2:32][O:31][CH2:30][CH:29]2[CH:34]([CH3:38])[C:35]([OH:37])=[O:36])=[C:4]1[C:22]([O:24][CH2:25][CH3:26])=[O:23] |f:1.2|. Reported procedure: Ethyl 6-(bromomethyl)-4-(2,4-dichlorophenyl)-2-(thiazol-2-yl)-1,4-dihydropyrimidine-5-carboxylate (0.73 g, 1.53 mmol) was reacted with 2-(morpholin-3-yl)propanoic acid hydrochloride (0.3 g, 1.53 mmol) according to the procedure as described in Example 28 to give the title compound as a yellow solid (0.34 g, 40%). The compound was characterized by the following spectroscopic data: